Dataset: the Open Reaction Database (ORD), a public repository of structured organic reaction records. Task: describe an organic reaction: reactants, conditions, products, and yield The reactants are C(C)(=O)OC(C)=O (acetic anhydride), ClC=1C=CC=C2C(OC(=O)C12)(O)C1=NC(=CC(=N1)OC)OC (7-chloro-3-(4,6-dimethoxy-2-pyrimidinyl)-3-hydroxy-phthalide), Cl (HCl). Run in N1=CC=CC=C1 (pyridine). The product is C(C)(=O)OC1(OC(=O)C2=C(C=CC=C12)Cl)C1=NC(=CC(=N1)OC)OC (3-acetoxy-7-chloro-3-(4,6-dimethyloxy-2-pyrimidinyl)phthalide). As a reaction SMILES: [Cl:1][C:2]1[CH:3]=[CH:4][CH:5]=[C:6]2[C:11]=1[C:9](=[O:10])[O:8][C:7]2([C:13]1[N:18]=[C:17]([O:19][CH3:20])[CH:16]=[C:15]([O:21][CH3:22])[N:14]=1)[OH:12].[C:23](OC(=O)C)(=[O:25])[CH3:24].Cl>N1C=CC=CC=1>[C:23]([O:12][C:7]1([C:13]2[N:14]=[C:15]([O:21][CH3:22])[CH:16]=[C:17]([O:19][CH3:20])[N:18]=2)[C:6]2[C:11](=[C:2]([Cl:1])[CH:3]=[CH:4][CH:5]=2)[C:9](=[O:10])[O:8]1)(=[O:25])[CH3:24]. Reported procedure: 1.1 g of 7-chloro-3-(4,6-dimethoxy-2-pyrimidinyl)-3-hydroxy-phthalide is dissolved in 20 ml of pyridine and 0.3 ml of acetic anhydride added with stirring. After stirring for 20 min the mixture is poured into 2N HCl and extracted with two portions of ethyl acetate. The combined ethyl acetate extracts are washed once with 2N HCl, once with H2O and once with brine and dried over magnesium sulfate. Filtration and evaporation produced the title compound as a white solid, m.p. 213°-215°. The reactants are ClS(=O)(=O)NC(OC1=CC=CC=C1)=O (phenyl N-chlorosulfonylcarbamate), CNS(=O)(=O)N(OC)C (N,N'-dimethyl-N'-methoxysulfamide), ice water, Cl (hydrochloric acid), [H-].[Na+] (sodium hydride). Run in C1CCOC1 (THF), C1CCOC1 (THF), CCCCCC (n-hexane), C1CCOC1 (THF). Reaction conditions: time 10 minute. Product: CN(S(=O)(=O)N(C)S(=O)(=O)NC(OC1=CC=CC=C1)=O)OC (phenyl N-[(N-(N-methyl N-methoxyaminosulfonyl)-N-methylamino)sulfonyl]carbamate). Yield: 93.6%. RXN SMILES: [H-].[Na+].[CH3:3][NH:4][S:5]([N:8]([CH3:11])[O:9][CH3:10])(=[O:7])=[O:6].Cl[S:13]([NH:16][C:17](=[O:25])[O:18][C:19]1[CH:24]=[CH:23][CH:22]=[CH:21][CH:20]=1)(=[O:15])=[O:14].Cl>CCCCCC.C1COCC1>[CH3:11][N:8]([O:9][CH3:10])[S:5]([N:4]([S:13]([NH:16][C:17](=[O:25])[O:18][C:19]1[CH:24]=[CH:23][CH:22]=[CH:21][CH:20]=1)(=[O:14])=[O:15])[CH3:3])(=[O:7])=[O:6] |f:0.1|. Procedure details: 1.15 g (28.8 mmol) of 60% sodium hydride was washed with n-hexane, and dry THF was added, and the mixture was cooled with ice. To this mixture, a THF solution containing 2 g (13 mmol) of N,N'-dimethyl-N'-methoxysulfamide was dropwise added. After stirring the mixture for 10 minutes, a dry THF solution containing 3.21 g (13.6 mmol) of phenyl N-chlorosulfonylcarbamate was dropwise added thereto. The mixture was stirred at room temperature for 7 hours. The reaction mixture was poured into 500 ml of... Run in C(Cl)Cl (methylene chloride). Run at time 8 hour. The reactants are CCC1C(=O)N2CCCC2C(=O)N(C(C(=O)N3CCC(=O)CC3C(=O)NC(C(=O)OC(C(C(=O)N1)NC(=O)C4=C(C=CC=N4)O)C)C5=CC=CC=C5)CC6=CC=CC=C6)C.CC1/C=C\C(=O)NC/C=C\C(=C/C(CC(=O)CC2=NC(=CO2)C(=O)N3CCC=C3C(=O)OC1C(C)C)O)\C (STAFAC). The product is C[C@@H]1/C=C/C(=O)NC/C=C/C(=C/[C@H](CC(=O)CC2=NC(=CO2)C(=O)N3CCC=C3C(=O)O[C@@H]1C(C)C)O)/C (virginiamycin M1). Procedure details: A simplified modification of the procedure of Sharma, et el. is suitable for use in the invention. In this procedure, 500 g STAFAC® is placed in an Erlenmeyer flask with 3.75 L methylene chloride. The mixture is stirred overnight with a mechanical stirrer. The STAFAC® is filtered, and rinsed with a Buchner funnel under vacuum, giving a cloudy yellow solution. A second filtration is performed through a glass-frit (medium) filter, giving a clear yellow solution. This solution is concentrated in va... RXN SMILES: CCC1NC(=O)C(NC(C2N=CC=CC=2O)=O)C(C)OC(=O)C(C2C=CC=CC=2)NC(=O)C2N(CCC(C2)=O)C(=O)C(CC2C=CC=CC=2)N(C)C(=O)C2N(CCC2)C1=O.[CH3:61][CH:62]1[CH:93]([CH:94]([CH3:96])[CH3:95])[O:92][C:90](=[O:91])[C:89]2[N:85]([CH2:86][CH2:87][CH:88]=2)[C:83](=[O:84])[C:80]2=[CH:81][O:82][C:78](=[N:79]2)[CH2:77][C:75](=[O:76])[CH2:74][CH:73]([OH:97])[CH:72]=[C:71]([CH3:98])[CH:70]=[CH:69][CH2:68][NH:67][C:65](=[O:66])[CH:64]=[CH:63]1>C(Cl)Cl>[CH3:61][C@H:62]1[C@@H:93]([CH:94]([CH3:95])[CH3:96])[O:92][C:90](=[O:91])[C:89]2[N:85]([CH2:86][CH2:87][CH:88]=2)[C:83](=[O:84])[C:80]2=[CH:81][O:82][C:78](=[N:79]2)[CH2:77][C:75](=[O:76])[CH2:74][C@H:73]([OH:97])[CH:72]=[C:71]([CH3:98])[CH:70]=[CH:69][CH2:68][NH:67][C:65](=[O:66])[CH:64]=[CH:63]1 |f:0.1|. The yield is 0.6%. Reactants: ClC1=CC(=C(CN2N=CC3=CC(=CC=C23)C=C2C(NC(S2)=S)=O)C=C1)C(F)(F)F (5-[1-(4-Chloro-2-trifluoromethyl-benzyl)-1H-indazol-5-ylmethylene]-2-thioxo-thiazolidin-4-one), IC (iodomethane). Product: ClC1=CC(=C(CN2N=CC3=CC(=CC=C23)C=C2C(NC(S2)SC)=O)C=C1)C(F)(F)F (5-[1-(4-Chloro-2-trifluoromethyl-benzyl)-1H-indazol-5-ylmethylene]-2-methylsulfanyl-thiazolidin-4-one). As a reaction SMILES: [Cl:1][C:2]1[CH:25]=[CH:24][C:5]([CH2:6][N:7]2[C:15]3[C:10](=[CH:11][C:12]([CH:16]=[C:17]4[S:21][C:20](=[S:22])[NH:19][C:18]4=[O:23])=[CH:13][CH:14]=3)[CH:9]=[N:8]2)=[C:4]([C:26]([F:29])([F:28])[F:27])[CH:3]=1.I[CH3:31]>>[Cl:1][C:2]1[CH:25]=[CH:24][C:5]([CH2:6][N:7]2[C:15]3[C:10](=[CH:11][C:12]([CH:16]=[C:17]4[S:21][CH:20]([S:22][CH3:31])[NH:19][C:18]4=[O:23])=[CH:13][CH:14]=3)[CH:9]=[N:8]2)=[C:4]([C:26]([F:28])([F:27])[F:29])[CH:3]=1. Procedure details: 5-[1-(4-Chloro-2-trifluoromethyl-benzyl)-1H-indazol-5-ylmethylene]-2-methylsulfanyl-thiazolidin-4-one was prepared from 5-[1-(4-Chloro-2-trifluoromethyl-benzyl)-1H-indazol-5-ylmethylene]-2-thioxo-thiazolidin-4-one and iodomethane following General Procedure B. Starting materials: C(C)(=O)O[C@H]1[C@@H](O[C@@H]([C@H]([C@@H]1OC(C)=O)OC(C)=O)COC(C)=O)C1=CC(=C(C=C1)C)CC=1SC(=CC1)Br (1-(2,3,4,6-tetra-O-acetyl-β-D-glucopyranosyl)-3-(5-bromo-2-thienylmethyl)-4-methylbenzene), C(CCC)[Sn](C=1SC=CN1)(CCCC)CCCC (tri-n-butyl(2-thiazolyl)tin), ( 6 ). Yields the product [C@@H]1([C@H](O)[C@@H](O)[C@H](O)[C@H](O1)CO)C1=CC(=C(C=C1)C)CC=1SC(=CC1)C=1SC=CN1 (1-(β-D-glucopyranosyl)-4-methyl-3-(5-(2-thiazolyl)-2-thienylmethyl)benzene). RXN SMILES: C([O:4][C@@H:5]1[C@@H:10]([O:11]C(=O)C)[C@H:9]([O:15]C(=O)C)[C@@H:8]([CH2:19][O:20]C(=O)C)[O:7][C@H:6]1[C:24]1[CH:29]=[CH:28][C:27]([CH3:30])=[C:26]([CH2:31][C:32]2[S:33][C:34](Br)=[CH:35][CH:36]=2)[CH:25]=1)(=O)C.C([Sn](CCCC)(CCCC)[C:43]1[S:44][CH:45]=[CH:46][N:47]=1)CCC>>[C@@H:6]1([C:24]2[CH:29]=[CH:28][C:27]([CH3:30])=[C:26]([CH2:31][C:32]3[S:33][C:34]([C:43]4[S:44][CH:45]=[CH:46][N:47]=4)=[CH:35][CH:36]=3)[CH:25]=2)[O:7][C@H:8]([CH2:19][OH:20])[C@@H:9]([OH:15])[C@H:10]([OH:11])[C@H:5]1[OH:4]. Procedure details: 1-(2,3,4,6-tetra-O-acetyl-β-D-glucopyranosyl)-3-(5-bromo-2-thienylmethyl)-4-methylbenzene obtained in Example 159-(1) and tri-n-butyl(2-thiazolyl)tin were treated in a manner similar to Example 128-(5) and (6) to give the target compound. APCI-Mass m/Z 434 (M+H).